describe an organic reaction: reactants, conditions, products, and yield From a dataset of the Open Reaction Database (ORD), a public repository of structured organic reaction records. Starting materials: NC[C@H]1N(CCC[C@H]1C)C(=O)C1=C(C=CC(=C1)C)C=1C=NN(C1)C (((2S,3R)-2-(aminomethyl)-3-methylpiperidin-1-yl)(5-methyl-2-(1-methyl-1H-pyrazol-4-yl)phenyl)methanone), CC=1C=CC(=C(C(=O)O)C1)N1N=NC(=C1)C (5-methyl-2-(4-methyl-1H-1,2,3-triazol-1-yl)benzoic acid). Product: NC[C@H]1N(CCC[C@H]1C)C(=O)C1=C(C=CC(=C1)C)N1N=NC(=C1)C (((2S,3R)-2-(Aminomethyl)-3-methylpiperidin-1-yl)(5-methyl-2-(4-methyl-1H-1,2,3-triazol-1-yl)phenyl)methanone). Reaction SMILES: [NH2:1][CH2:2][C@@H:3]1[C@H:8]([CH3:9])[CH2:7][CH2:6][CH2:5][N:4]1[C:10]([C:12]1[CH:17]=[C:16]([CH3:18])[CH:15]=[CH:14][C:13]=1C1C=NN(C)C=1)=[O:11].CC1C=CC([N:35]2[CH:39]=[C:38]([CH3:40])[N:37]=[N:36]2)=C(C=1)C(O)=O>>[NH2:1][CH2:2][C@@H:3]1[C@H:8]([CH3:9])[CH2:7][CH2:6][CH2:5][N:4]1[C:10]([C:12]1[CH:17]=[C:16]([CH3:18])[CH:15]=[CH:14][C:13]=1[N:35]1[CH:39]=[C:38]([CH3:40])[N:37]=[N:36]1)=[O:11]. Procedure: The title compound was synthesized following the same general protocol as described for ((2S,3R)-2-(aminomethyl)-3-methylpiperidin-1-yl)(5-methyl-2-(1-methyl-1H-pyrazol-4-yl)phenyl)methanone in Example A1, starting 5-methyl-2-(4-methyl-1H-1,2,3-triazol-1-yl)benzoic acid. ESI-MS (m/z): 328 [M+1]+. RXN SMILES: [CH:12]([CH3:13])([CH3:14])[O:15][c:16]1[c:17]([C:18](=[O:19])[OH:20])[cH:21][c:22]([S:25](=[O:26])(=[O:27])[CH3:28])[cH:23][cH:24]1.[Cl:1][c:2]1[cH:3][cH:4][c:5]2[c:10]([cH:11]1)[NH:9][CH2:8][CH2:7][CH2:6]2>>[Cl:1][c:2]1[cH:3][cH:4][c:5]2[c:10]([cH:11]1)[N:9]([C:18]([c:17]1[c:16]([O:15][CH:12]([CH3:13])[CH3:14])[cH:24][cH:23][c:22]([S:25](=[O:26])(=[O:27])[CH3:28])[cH:21]1)=[O:19])[CH2:8][CH2:7][CH2:6]2. Starting materials: CC(C)Oc1ccc(S(C)(=O)=O)cc1C(=O)O, Clc1ccc2c(c1)NCCC2. Product: CC(C)Oc1ccc(S(C)(=O)=O)cc1C(=O)N1CCCc2ccc(Cl)cc21. Yields the product CC(=O)C=Cc1cc(Cl)ccc1C. RXN SMILES: [CH3:14][C:15]([CH3:16])=[O:17].[Cl:4][c:5]1[cH:6][cH:7][c:8]([CH3:13])[c:9]([CH:10]=[O:11])[cH:12]1.[Na+:2].[OH-:1].[OH2:3]>>[Cl:4][c:5]1[cH:6][cH:7][c:8]([CH3:13])[c:9]([CH:10]=[CH:14][C:15]([CH3:16])=[O:17])[cH:12]1. The reactants are CC(C)=O, Cc1ccc(Cl)cc1C=O, [Na+], [OH-], O.